From a dataset of the Open Reaction Database (ORD), a public repository of structured organic reaction records. describe an organic reaction: reactants, conditions, products, and yield Reported procedure: Oxalyl chloride (3.43 mL, 39.9 mmol) was added with stirring to DMF (30 mL) and CH2Cl2 (80 mL) at 0° C. After 20 min at 0° C., 5-bromoindole-2-carboxylic acid ethyl ester (10 g, 37.3 mmol) in DMF (80 mL), was added. The mixture was stirred at rt for 24 h and poured into NaHCO3 (aq, sat) and extracted with CH2Cl2. The combined extracts were washed with H2O and brine, dried (Na2SO4) and concentrated. Crystallisation from EtOH gave the sub-title compound. Yield 8.9 g (81%). The solvent is CN(C)C=O (DMF), CN(C)C=O (DMF). The reactants are C(C(=O)Cl)(=O)Cl (Oxalyl chloride), C(=O)(O)[O-].[Na+] (NaHCO3), C(C)OC(=O)C=1NC2=CC=C(C=C2C1)Br (5-bromoindole-2-carboxylic acid ethyl ester), C(Cl)Cl (CH2Cl2). As a reaction SMILES: [C:1](Cl)(=[O:5])[C:2](Cl)=O.C(Cl)Cl.[CH2:10]([O:12][C:13]([C:15]1[NH:16][C:17]2[C:22](C=1)=[CH:21][C:20]([Br:24])=[CH:19][CH:18]=2)=[O:14])[CH3:11].C([O-])(O)=O.[Na+]>CN(C=O)C>[CH2:10]([O:12][C:13]([C:15]1[NH:16][C:17]2[C:18]([C:2]=1[CH:1]=[O:5])=[CH:19][C:20]([Br:24])=[CH:21][CH:22]=2)=[O:14])[CH3:11] |f:3.4|. Yields the product C(C)OC(=O)C=1NC2=CC=C(C=C2C1C=O)Br (5-Bromo-3-formylindole-2-carboxylic acid ethyl ester). Reaction conditions: time 20 minute. Reactants: COC(C(C(C1=CC(=CC=C1)[N+](=O)[O-])Cl)=O)=O (3-chloro-3-(3-nitro-phenyl)-2-oxo-propionic acid methyl ester), C(C)(=S)N (thioacetamide). The product is COC(=O)C=1N=C(SC1C1=CC(=CC=C1)[N+](=O)[O-])C (2-Methyl-5-(3-nitro-phenyl)-thiazole-4-carboxylic Acid Methyl Ester). As a reaction SMILES: [CH3:1][O:2][C:3](=[O:17])[C:4](=O)[CH:5](Cl)[C:6]1[CH:11]=[CH:10][CH:9]=[C:8]([N+:12]([O-:14])=[O:13])[CH:7]=1.[C:18]([NH2:21])(=[S:20])[CH3:19]>>[CH3:1][O:2][C:3]([C:4]1[N:21]=[C:18]([CH3:19])[S:20][C:5]=1[C:6]1[CH:11]=[CH:10][CH:9]=[C:8]([N+:12]([O-:14])=[O:13])[CH:7]=1)=[O:17]. Procedure details: prepared by reaction of 3-chloro-3-(3-nitro-phenyl)-2-oxo-propionic acid methyl ester with thioacetamide. LC-MS: tR=0.94 min; [M+H]+=279.3.